This data is from the Open Reaction Database (ORD), a public repository of structured organic reaction records. The task is: describe an organic reaction: reactants, conditions, products, and yield The product is O=C1SC(C(N1)=O)=CC1=CC(=C(C=C1)C1=CC(=CC=C1)CN(C(OC(C)(C)C)=O)C)C (tert-Butyl [4′-(2,4-dioxothiazolidin-5-ylidenemethyl)-2′-methylbiphenyl-3-ylmethyl]-N-methylcarbamate). Reaction SMILES: [CH:1]([C:3]1[CH:8]=[CH:7][C:6]([C:9]2[CH:14]=[CH:13][CH:12]=[C:11]([CH2:15][N:16]([CH3:24])[C:17](=[O:23])[O:18][C:19]([CH3:22])([CH3:21])[CH3:20])[CH:10]=2)=[C:5]([CH3:25])[CH:4]=1)=O.[S:26]1[CH2:30][C:29](=[O:31])[NH:28][C:27]1=[O:32]>>[O:32]=[C:27]1[NH:28][C:29](=[O:31])[C:30](=[CH:1][C:3]2[CH:8]=[CH:7][C:6]([C:9]3[CH:14]=[CH:13][CH:12]=[C:11]([CH2:15][N:16]([CH3:24])[C:17](=[O:23])[O:18][C:19]([CH3:21])([CH3:22])[CH3:20])[CH:10]=3)=[C:5]([CH3:25])[CH:4]=2)[S:26]1. Reactants: C(=O)C1=CC(=C(C=C1)C1=CC(=CC=C1)CN(C(OC(C)(C)C)=O)C)C (tert-butyl (4′-formyl-2′-methylbiphenyl-3-ylmethyl)-N-methylcarbamate), S1C(NC(C1)=O)=O (2,4-thiazolidine dione). Procedure: In a manner similar to that of Example 1(f), by reacting 3.95 g (11.6 mmol) of tert-butyl (4′-formyl-2′-methylbiphenyl-3-ylmethyl)-N-methylcarbamate with 1.4 g (11.6 mmol) of 2,4-thiazolidine dione, and after purification by chromatography on a column of silica eluted with a heptane/ethyl acetate mixture (8/2), 3 g (59%) of the expected product are obtained in the form of a yellow solid with a melting point of 156° C. The reactants are O (water), C(C)(C)(C)OC(=O)NCCCO (3-(t-butyloxycarbonylamino)propanol), CO (CH3OH). Run in C(Cl)Cl (CH2Cl2), CS(=O)C (DMSO). Reaction conditions: time 5 hour. Product: C(=O)(OC(C)(C)C)NCCC=O (Boc-NH—(CH2)2—CHO). The yield is 67.0%. Reaction SMILES: [C:1]([O:5][C:6]([NH:8][CH2:9][CH2:10][CH2:11][OH:12])=[O:7])([CH3:4])([CH3:3])[CH3:2].O.CO>CS(C)=O.C(Cl)Cl>[C:6]([NH:8][CH2:9][CH2:10][CH:11]=[O:12])([O:5][C:1]([CH3:2])([CH3:3])[CH3:4])=[O:7]. Procedure details: To a solution of 3-(t-butyloxycarbonylamino)propanol (1.419 g, 8.1 mmol) dissolved in DMSO (15 mL), IBX (2 eq, 4.5 g, 16.2 mmol) was added to form a slurry. The reaction was allowed to stir at rt for 5 hr. The solid IBX dissolved slowly, but a white precipitate formed after approximately 1 hr of reaction time. Distilled water (80 mL) was added to the reaction mixture, and the resultant aqueous solution filtered and then extracted with diethyl ether (3×175 mL). The organic layers were combined, d... Reactants: C1CCOC1, COC(=O)c1sc(C2=CCCCC2)cc1N(C(=O)C1CCC(C)CC1)C1CCN(C(=O)C(C)C)CC1, CO, [Li+], [OH-], O, O. Yields the product CC1CCC(C(=O)N(c2cc(C3=CCCCC3)sc2C(=O)O)C2CCN(C(=O)C(C)C)CC2)CC1. RXN SMILES: [CH2:40]1[O:41][CH2:42][CH2:43][CH2:44]1.[CH3:1][O:2][C:3](=[O:4])[c:5]1[s:6][c:7]([C:31]2=[CH:32][CH2:33][CH2:34][CH2:35][CH2:36]2)[cH:8][c:9]1[N:10]([C:11](=[O:12])[CH:13]1[CH2:14][CH2:15][CH:16]([CH3:19])[CH2:17][CH2:18]1)[CH:20]1[CH2:21][CH2:22][N:23]([C:26]([CH:27]([CH3:28])[CH3:29])=[O:30])[CH2:24][CH2:25]1.[CH3:46][OH:47].[Li+:38].[OH-:37].[OH2:39].[OH2:45]>>[O:2]=[C:3]([OH:4])[c:5]1[s:6][c:7]([C:31]2=[CH:32][CH2:33][CH2:34][CH2:35][CH2:36]2)[cH:8][c:9]1[N:10]([C:11](=[O:12])[CH:13]1[CH2:14][CH2:15][CH:16]([CH3:19])[CH2:17][CH2:18]1)[CH:20]1[CH2:21][CH2:22][N:23]([C:26]([CH:27]([CH3:28])[CH3:29])=[O:30])[CH2:24][CH2:25]1. Reactants: solution, ICl (Iodine monochloride), C(C=1C(O)=CC=CC1)=O (salicylaldehyde), [O-]S(=O)[O-].[Na+].[Na+] (Na2SO3). Run in ClCCl (dichloromethane), ClCCl (dichloromethane). Reaction conditions: time 8 hour. Yields the product IC=1C=C(C(C=O)=CC1)O (4-iodosalicylaldehyde). As a reaction SMILES: [I:1]Cl.[CH:3](=[O:11])[C:4]1[C:5](=[CH:7][CH:8]=[CH:9][CH:10]=1)[OH:6].[O-]S([O-])=O.[Na+].[Na+]>ClCCl>[I:1][C:8]1[CH:7]=[C:5]([OH:6])[C:4](=[CH:10][CH:9]=1)[CH:3]=[O:11] |f:2.3.4|. Procedure: A 1 M solution of Iodine monochloride in dichloromethane (410 mL, 0.41 mol) is added to a solution of salicylaldehyde (50 g, 0.41 mol) in dichloromethane (150 mL) at 0° C. The resulting solution is warmed to room temperature and stirred overnight. The deep colored solution is discharged with saturated aqueous Na2SO3 (100 mL). The organic layer is separated, washed with water, dried over MgSO4, filtered and concentrated. The crude product is recrystallized from cyclohexane to give 4-iodosalicylal...